From a dataset of the Open Reaction Database (ORD), a public repository of structured organic reaction records. describe an organic reaction: reactants, conditions, products, and yield Reactants: CC(=O)OC(C)=O, O=Cc1ccc(C(=O)O)o1, Cl, NO, O, c1ccncc1. Product: N#Cc1ccc(C(=O)O)o1. RXN SMILES: [CH3:14][C:15]([O:16][C:17](=[O:18])[CH3:19])=[O:20].[CH:1](=[O:2])[c:3]1[o:4][c:5]([C:8](=[O:9])[OH:10])[cH:6][cH:7]1.[ClH:11].[NH2:12][OH:13].[OH2:21].[cH:22]1[cH:23][cH:24][n:25][cH:26][cH:27]1>>[C:1]([c:3]1[o:4][c:5]([C:8](=[O:9])[OH:10])[cH:6][cH:7]1)#[N:12].